This data is from the Open Reaction Database (ORD), a public repository of structured organic reaction records. The task is: describe an organic reaction: reactants, conditions, products, and yield Reactants: [BH4-], CCCCc1nc(C)n(-c2ccc(OC(C)(C)C(=O)OCC)cc2)c(=O)c1Cc1ccc(-c2ccccc2C#N)cc1, CCO, CCOC(C)=O, [Ca+2], [Cl-], [Cl-], [Na+], C1CCOC1. Product: CCCCc1nc(C)n(-c2ccc(OC(C)(C)CO)cc2)c(=O)c1Cc1ccc(-c2ccccc2C#N)cc1. As a reaction SMILES: [BH4-:1].[CH2:6]([CH2:7][CH2:8][CH3:9])[c:10]1[n:11][c:12]([CH3:47])[n:13](-[c:32]2[cH:33][cH:34][c:35]([O:36][C:37]([C:38](=[O:39])[O:40][CH2:41][CH3:42])([CH3:43])[CH3:44])[cH:45][cH:46]2)[c:14](=[O:31])[c:15]1[CH2:16][c:17]1[cH:18][cH:19][c:20](-[c:23]2[c:24]([C:29]#[N:30])[cH:25][cH:26][cH:27][cH:28]2)[cH:21][cH:22]1.[CH3:53][CH2:54][OH:55].[CH3:56][CH2:57][O:58][C:59](=[O:60])[CH3:61].[Ca+2:5].[Cl-:3].[Cl-:4].[Na+:2].[O:48]1[CH2:49][CH2:50][CH2:51][CH2:52]1>>[CH2:6]([CH2:7][CH2:8][CH3:9])[c:10]1[n:11][c:12]([CH3:47])[n:13](-[c:32]2[cH:33][cH:34][c:35]([O:36][C:37]([CH2:38][OH:39])([CH3:43])[CH3:44])[cH:45][cH:46]2)[c:14](=[O:31])[c:15]1[CH2:16][c:17]1[cH:18][cH:19][c:20](-[c:23]2[c:24]([C:29]#[N:30])[cH:25][cH:26][cH:27][cH:28]2)[cH:21][cH:22]1. Reactants: CCOC(=O)C#N, C1CCOC1, [Li]CCCC, Cc1cncn1COCC[Si](C)(C)C, CCOC(C)=O. Product: CCOC(=O)c1ncc(C)n1COCC[Si](C)(C)C. As a reaction SMILES: [C:20](#[N:21])[C:22](=[O:23])[O:24][CH2:25][CH3:26].[CH2:27]1[O:28][CH2:29][CH2:30][CH2:31]1.[CH3:15][CH2:16][CH2:17][CH2:18][Li:19].[CH3:1][c:2]1[cH:3][n:4][cH:5][n:6]1[CH2:7][O:8][CH2:9][CH2:10][Si:11]([CH3:12])([CH3:13])[CH3:14].[CH3:32][CH2:33][O:34][C:35]([CH3:36])=[O:37]>>[CH3:1][c:2]1[cH:3][n:4][c:5]([C:22](=[O:23])[O:24][CH2:25][CH3:26])[n:6]1[CH2:7][O:8][CH2:9][CH2:10][Si:11]([CH3:12])([CH3:13])[CH3:14]. The reactants are ICC (iodoethane), CCOC(=O)C (EtOAc), BrC=1C=CC=2NC=3CCCCC3C2C1 (3-bromo-6,7,8,9-tetrahydro-5H-carbazole), [H-].[Na+] (sodium hydride). Run in CN(C=O)C (N,N-dimethylformamide), CN(C=O)C (N,N-dimethylformamide). Conditions: time 30 minute. Product: BrC=1C=CC=2N(C=3CCCCC3C2C1)CC (3-bromo-9-ethyl-6,7,8,9-tetrahydro-5H-carbazole). Yield: 89.5%. As a reaction SMILES: [Br:1][C:2]1[CH:3]=[CH:4][C:5]2[NH:6][C:7]3[CH2:8][CH2:9][CH2:10][CH2:11][C:12]=3[C:13]=2[CH:14]=1.[H-].[Na+].I[CH2:18][CH3:19].CCOC(C)=O>CN(C)C=O>[Br:1][C:2]1[CH:3]=[CH:4][C:5]2[N:6]([CH2:18][CH3:19])[C:7]3[CH2:8][CH2:9][CH2:10][CH2:11][C:12]=3[C:13]=2[CH:14]=1 |f:1.2|. Reported procedure: A 500-mL round-bottomed flask was charged with 3-bromo-6,7,8,9-tetrahydro-5H-carbazole (5 g, 20.08 mmol, 1.00 equiv) in N,N-dimethylformamide (270 mL). To this solution was added sodium hydride (1.2 g, 30.00 mmol, 1.50 equiv, 60%) in several batches at −10° C., followed by addition of iodoethane (6.26 g, 40.13 mmol, 2.00 equiv) as a solution in N,N-dimethylformamide (30 mL) drop wise −10° C. The resulting mixture was stirred at room temperature for 30 minutes. The reaction progress was monitored... The reactants are COC(=O)C1CCC(c2ccc(C(=O)C(C)O)cc2)CC1, ClCCl. The product is COC(=O)C1CCC(c2ccc(C(=O)C(C)=O)cc2)CC1. As a reaction SMILES: [C:1]([CH:2]([OH:3])[CH3:4])(=[O:5])[c:6]1[cH:7][cH:8][c:9]([CH:12]2[CH2:13][CH2:14][CH:15]([C:18](=[O:19])[O:20][CH3:21])[CH2:16][CH2:17]2)[cH:10][cH:11]1.[Cl:22][CH2:23][Cl:24]>>[C:1]([C:2](=[O:3])[CH3:4])(=[O:5])[c:6]1[cH:7][cH:8][c:9]([CH:12]2[CH2:13][CH2:14][CH:15]([C:18](=[O:19])[O:20][CH3:21])[CH2:16][CH2:17]2)[cH:10][cH:11]1. Starting materials: C1=C(C=CC2=CC=CC=C12)CN1CCNCC1 (1-(2-naphthylmethyl)-piperazine), ClC=1SC=CN1 (2-chlorothiazole). Solvent: CN(C=O)C (dimethylformamide). Product: C1=C(C=CC2=CC=CC=C12)CN1CCN(CC1)C=1SC=CN1 (1-(2-naphthylmethyl)-4-(2-thiazolyl)-piperazine). Isolated yield 54.9%. As a reaction SMILES: [CH:1]1[C:10]2[C:5](=[CH:6][CH:7]=[CH:8][CH:9]=2)[CH:4]=[CH:3][C:2]=1[CH2:11][N:12]1[CH2:17][CH2:16][NH:15][CH2:14][CH2:13]1.Cl[C:19]1[S:20][CH:21]=[CH:22][N:23]=1>CN(C)C=O>[CH:1]1[C:10]2[C:5](=[CH:6][CH:7]=[CH:8][CH:9]=2)[CH:4]=[CH:3][C:2]=1[CH2:11][N:12]1[CH2:13][CH2:14][N:15]([C:19]2[S:20][CH:21]=[CH:22][N:23]=2)[CH2:16][CH2:17]1. Reported procedure: In a manner similar to that described above, but starting from 45.2 g (0.2 mole) of 1-(2-naphthylmethyl)-piperazine and 12 g (0.1 mole) of 2-chlorothiazole in 150 ml of dimethylformamide at 150° C., there were obtained 17 g of 1-(2-naphthylmethyl)-4-(2-thiazolyl)-piperazine as beige crystals melting at 83°-84° C. Starting materials: BrC1=CC=C(C=C1)C=1C=CC(NN1)=O (6-(p-bromophenyl)-3(2H)-pyridazinone), P(=O)(Cl)(Cl)Cl (phosphorus oxychloride). Yields the product BrC1=CC=C(C=C1)C1=CC=C(N=N1)Cl (6-(p-bromophenyl)-3-chloropyridazine). As a reaction SMILES: [Br:1][C:2]1[CH:7]=[CH:6][C:5]([C:8]2[CH:9]=[CH:10][C:11](=O)[NH:12][N:13]=2)=[CH:4][CH:3]=1.P(Cl)(Cl)([Cl:17])=O>>[Br:1][C:2]1[CH:7]=[CH:6][C:5]([C:8]2[N:13]=[N:12][C:11]([Cl:17])=[CH:10][CH:9]=2)=[CH:4][CH:3]=1. Procedure: A mixture of 20.0 g. of 6-(p-bromophenyl)-3(2H)-pyridazinone (prepared as described in Example 1) in 100 ml. of phosphorus oxychloride is heated at reflux temperature for 41/2 hours. The excess phosphorus oxychloride is removed under reduced pressure and the residue is stirred with water-cracked ice to decompose the remaining phosphorus oxychloride. The product is recovered by filtration and recrystallized from dilute dimethylformamide yielding tan crystals, m.p. 201°-203° C.